describe an organic reaction: reactants, conditions, products, and yield From a dataset of the Open Reaction Database (ORD), a public repository of structured organic reaction records. Reactants: BrC1=C(NC=C(C1=O)OCC1=CC=CC=C1)C(=O)O (3-Bromo-1,4-dihydro-4-oxo-5-(phenylmethoxy)-2-pyridinecarboxylic acid), C([O-])([O-])=O.[K+].[K+] (potassium carbonate), C(C1=CC=CC=C1)Br (benzylbromide). Solvent: CN(C)C=O (DMF). Reaction conditions: time 18 hour. Yields the product BrC=1C(=NC=C(C1OCC1=CC=CC=C1)OCC1=CC=CC=C1)C(=O)OCC1=CC=CC=C1 (3-Bromo-4,5-bis(phenylmethoxy)-2-pyridinecarboxylic acid, phenylmethyl ester). Isolated yield 178.5%. RXN SMILES: [Br:1][C:2]1[C:7](=[O:8])[C:6]([O:9][CH2:10][C:11]2[CH:16]=[CH:15][CH:14]=[CH:13][CH:12]=2)=[CH:5][NH:4][C:3]=1[C:17]([OH:19])=[O:18].C(=O)([O-])[O-].[K+].[K+].[CH2:26](Br)[C:27]1[CH:32]=[CH:31][CH:30]=[CH:29][CH:28]=1>CN(C=O)C>[Br:1][C:2]1[C:3]([C:17]([O:19][CH2:10][C:11]2[CH:16]=[CH:15][CH:14]=[CH:13][CH:12]=2)=[O:18])=[N:4][CH:5]=[C:6]([O:9][CH2:10][C:11]2[CH:16]=[CH:15][CH:14]=[CH:13][CH:12]=2)[C:7]=1[O:8][CH2:26][C:27]1[CH:32]=[CH:31][CH:30]=[CH:29][CH:28]=1 |f:1.2.3|. Reported procedure: 12.96 g of the title compound of Example 1, 5.52 g potassium carbonate and 10.40 g benzylbromide were dissolved in 200 ml DMF and kept at 80°-90° C. for 18 hours. The solvent was then distilled off in vacuo and the oil residue dissolved in 100 ml ethyl acetate and 100 ml water. The organic layer was separated and washed again with 50 ml water. The solvent of the dried organic phase was then stripped off to afford an oily residue (18 g). The oil was dissolved in 30 ml ethyl acetate/cyclohexane (1... The reactants are CC1=CC=C2C3=C(C(NC2=C1)=O)C(C1=CC=CC=C13)=O (3-methyl-5H-indeno[2,1-c]quinoline-6,7-dion), example 5, P(=O)(Cl)(Cl)Cl (phosphorous oxychloride). The product is ClC1=NC2=CC(=CC=C2C2=C1C(C1=CC=CC=C12)=O)C (6-chloro-3-methyl-7H-indeno[2,1-c]quinoline-7-on). Yield: 73.4%. As a reaction SMILES: [CH3:1][C:2]1[CH:11]=[C:10]2[C:5]([C:6]3[C:19]4[C:14](=[CH:15][CH:16]=[CH:17][CH:18]=4)[C:13](=[O:20])[C:7]=3[C:8](=O)[NH:9]2)=[CH:4][CH:3]=1.P(Cl)(Cl)([Cl:23])=O>>[Cl:23][C:8]1[C:7]2[C:13](=[O:20])[C:14]3[C:19]([C:6]=2[C:5]2[C:10](=[CH:11][C:2]([CH3:1])=[CH:3][CH:4]=2)[N:9]=1)=[CH:18][CH:17]=[CH:16][CH:15]=3. Procedure details: A mixture of 3-methyl-5H-indeno[2,1-c]quinoline-6,7-dion obtained in reference example 5 (700 mg, 2.7 mmol) and phosphorous oxychloride (10 ml, 107 mmol) was refluxed with heat for 1.5 hours. The reaction mixture was distilled to dryness. To the residue was added water to obtain a crystal precipitated by filtration. The crystal obtained was washed with water and dissolved in chloroform to filter off undissolved substances. Recrystallization from benzene to give 550 mg (yield 73.4%) of the title ... The product is COc1nc2cc(Cl)ccc2nc1NC(=O)N1CCN(c2ccccc2)CC1. As a reaction SMILES: [CH2:32]1[CH2:33][CH2:34][C:35]2=[N:40][CH2:39][CH2:38][CH2:37][N:36]2[CH2:41][CH2:42]1.[Cl:1][c:2]1[cH:3][c:4]2[n:5][c:6]([O:18][CH3:19])[c:7]([NH:12][C:13]([O:14][CH2:15][CH3:16])=[O:17])[n:8][c:9]2[cH:10][cH:11]1.[O:43]1[CH2:44][CH2:45][CH2:46][CH2:47]1.[c:20]1([N:26]2[CH2:27][CH2:28][NH:29][CH2:30][CH2:31]2)[cH:21][cH:22][cH:23][cH:24][cH:25]1>>[Cl:1][c:2]1[cH:3][c:4]2[n:5][c:6]([O:18][CH3:19])[c:7]([NH:12][C:13](=[O:17])[N:29]3[CH2:28][CH2:27][N:26]([c:20]4[cH:21][cH:22][cH:23][cH:24][cH:25]4)[CH2:31][CH2:30]3)[n:8][c:9]2[cH:10][cH:11]1. The reactants are C1CCC2=NCCCN2CC1, CCOC(=O)Nc1nc2ccc(Cl)cc2nc1OC, C1CCOC1, c1ccc(N2CCNCC2)cc1. The reactants are ClC1=CC=C2C(=CNC2=C1)C(=O)N1CCC(CC1)C1=C(C=CC=C1)OC ((6-chloro-1H-indol-3-yl)-[4-(2-methoxy-phenyl)-piperidin-1-yl]-methanone), ClCCN (2-chloro-ethylamine). Yields the product NCCN1C=C(C2=CC=C(C=C12)Cl)C(=O)N1CCC(CC1)C1=C(C=CC=C1)OC ([1-(2-Amino-ethyl)-6-chloro-1H-indol-3-yl]-[4-(2-methoxy-phenyl)-piperidin-1-yl]-methanone). As a reaction SMILES: [Cl:1][C:2]1[CH:10]=[C:9]2[C:5]([C:6]([C:11]([N:13]3[CH2:18][CH2:17][CH:16]([C:19]4[CH:24]=[CH:23][CH:22]=[CH:21][C:20]=4[O:25][CH3:26])[CH2:15][CH2:14]3)=[O:12])=[CH:7][NH:8]2)=[CH:4][CH:3]=1.Cl[CH2:28][CH2:29][NH2:30]>>[NH2:30][CH2:29][CH2:28][N:8]1[C:9]2[C:5](=[CH:4][CH:3]=[C:2]([Cl:1])[CH:10]=2)[C:6]([C:11]([N:13]2[CH2:18][CH2:17][CH:16]([C:19]3[CH:24]=[CH:23][CH:22]=[CH:21][C:20]=3[O:25][CH3:26])[CH2:15][CH2:14]2)=[O:12])=[CH:7]1. Reported procedure: Following general procedure II, the alkylation of (6-chloro-1H-indol-3-yl)-[4-(2-methoxy-phenyl)-piperidin-1-yl]-methanone (preparation described herein), with (commercially available) 2-chloro-ethylamine gave the title compound. Starting materials: C=C1CCC2(CC1)CCN(c1ccc(C3CC3)cc1)C2=O, O=C(OO)c1cccc(Cl)c1, ClCCl, [Na+], O=C([O-])O. The product is O=C1N(c2ccc(C3CC3)cc2)CCC12CCC1(CC2)CO1. RXN SMILES: [CH:1]1([c:4]2[cH:5][cH:6][c:7]([N:10]3[C:11](=[O:21])[C:12]4([CH2:13][CH2:14]3)[CH2:15][CH2:16][C:17](=[CH2:20])[CH2:18][CH2:19]4)[cH:8][cH:9]2)[CH2:2][CH2:3]1.[Cl:22][c:23]1[cH:24][cH:25][cH:26][c:27]([C:28]([O:29][OH:31])=[O:30])[cH:32]1.[Cl:38][CH2:39][Cl:40].[Na+:37].[O-:33][C:34]([OH:35])=[O:36]>>[CH:1]1([c:4]2[cH:5][cH:6][c:7]([N:10]3[C:11](=[O:21])[C:12]4([CH2:13][CH2:14]3)[CH2:15][CH2:16][C:17]3([CH2:18][CH2:19]4)[CH2:20][O:30]3)[cH:8][cH:9]2)[CH2:2][CH2:3]1.